This data is from the Open Reaction Database (ORD), a public repository of structured organic reaction records. The task is: describe an organic reaction: reactants, conditions, products, and yield Reactants: OCC(CO)(CO)CO (pentaerythritol), C(CCC)(=O)Cl (butyryl chloride). The solvent is N1=CC=CC=C1 (pyridine). Yields the product C(CCC)(=O)OCC(CO)(CO)CO (pentaerythritol monobutyrate). Yield: 47.0%. RXN SMILES: [OH:1][CH2:2][C:3]([CH2:8][OH:9])([CH2:6][OH:7])[CH2:4][OH:5].[C:10](Cl)(=[O:14])[CH2:11][CH2:12][CH3:13]>N1C=CC=CC=1>[C:10]([O:1][CH2:2][C:3]([CH2:8][OH:9])([CH2:6][OH:7])[CH2:4][OH:5])(=[O:14])[CH2:11][CH2:12][CH3:13]. Procedure details: In this example, the stoichiometry of Example 1 was modified using pentaerythritol (1.92 g; 14 mmol) and butyryl chloride (0.75 mL; 0.5 equiv) and pyridine (100 mL) to produce pentaerythritol monobutyrate (0.74 g; 47%). Starting materials: ClC1=CC=C(C=C1)CCC(CN)N (4-(4-chlorophenyl)-1,2-butanediamine), C(C)(=O)O.C(=N)N (formamidine acetate). Solvent: C(C)O (ethanol). Conditions: time 8 hour. Product: ClC1=CC=C(C=C1)CCC1N=CNC1 (rac-4-[2-(4-Chloro-phenyl)-ethyl]-4,5-dihydro-1H-imidazole). Isolated yield 46.8%. As a reaction SMILES: [Cl:1][C:2]1[CH:7]=[CH:6][C:5]([CH2:8][CH2:9][CH:10]([NH2:13])[CH2:11][NH2:12])=[CH:4][CH:3]=1.[C:14](O)(=O)C.C(N)=N>C(O)C>[Cl:1][C:2]1[CH:3]=[CH:4][C:5]([CH2:8][CH2:9][CH:10]2[CH2:11][NH:12][CH:14]=[N:13]2)=[CH:6][CH:7]=1 |f:1.2|. Procedure: To a solution of 4-(4-chlorophenyl)-1,2-butanediamine (0.084 mg, 0.42 mmol) in ethanol (8 ml) was added formamidine acetate (0.15 g, 1.45 mmol) and the mixture was stirred overnight at room temperature. The solvent was evaporated, water (5 ml) was added and the mixture was extracted 3 times with dichloromethane (10 ml). The combined organic layers were dried over magnesium sulfate and evaporated. The residue was purified by chromatography (column: Isolute® Flash-NH2 from Separtis; eluent:ethyl a... Reagents/catalysts: C[Re](=O)(=O)=O (methyltrioxorhenium (VII)). Run at time 8 hour. Reaction SMILES: [C:1]([C:5]1[CH:10]=[CH:9][C:8]([C:11]2[CH:16]=[CH:15][N:14]=[CH:13][CH:12]=2)=[CH:7][CH:6]=1)([CH3:4])([CH3:3])[CH3:2].C(Cl)Cl.[OH:20]O>[Cl-].[Na+].O.C[Re](=O)(=O)=O>[C:1]([C:5]1[CH:10]=[CH:9][C:8]([C:11]2[CH:12]=[CH:13][N+:14]([O-:20])=[CH:15][CH:16]=2)=[CH:7][CH:6]=1)([CH3:4])([CH3:2])[CH3:3] |f:3.4.5|. Solvent: [Cl-].[Na+].O (brine). Starting materials: C(C)(C)(C)C1=CC=C(C=C1)C1=CC=NC=C1 (4-[4-(tert-butyl)phenyl]pyridine), C(Cl)Cl (CH2Cl2), OO (hydrogen peroxide), C(Cl)Cl (Methylene chloride). Procedure: To the mixture of 4-[4-(tert-butyl)phenyl]pyridine (8.7 g, 41 mmol) and methyltrioxorhenium (VII) (Aldrich) (170 mg, 0.7 mmol) in a 100-mL round-bottomed flask was added CH2Cl2 (18 mL). The mixture was then treated with 12 mL of hydrogen peroxide (Aldrich) dropwise. The reaction was stirred at room temperature under nitrogen overnight. Methylene chloride and brine were then added, and the aqueous layer was extracted with CH2Cl2 (40 mL). The organic layer was dried over Na2SO4, concentrated in va... The product is C(C)(C)(C)C1=CC=C(C=C1)C1=CC=[N+](C=C1)[O-] (4-[4-(tert-Butyl)phenyl]pyridine 1-oxide). Starting materials: COCC(C)NC(=O)c1cc(I)cc(-c2ccc(C)cc2)c1, Cc1cscn1, CN(C)C=O, c1ccc(P(c2ccccc2)(c2ccccc2)[Pd](P(c2ccccc2)(c2ccccc2)c2ccccc2)(P(c2ccccc2)(c2ccccc2)c2ccccc2)P(c2ccccc2)(c2ccccc2)c2ccccc2)cc1. The product is COCC(C)NC(=O)c1cc(-c2ccc(C)cc2)cc(-c2scnc2C)c1. Reaction SMILES: [CH3:1][O:2][CH2:3][CH:4]([CH3:5])[NH:6][C:7](=[O:8])[c:9]1[cH:10][c:11](-[c:16]2[cH:17][cH:18][c:19]([CH3:22])[cH:20][cH:21]2)[cH:12][c:13]([I:15])[cH:14]1.[CH3:23][c:24]1[cH:25][s:26][cH:27][n:28]1.[O:29]=[CH:30][N:31]([CH3:32])[CH3:33].[cH:34]1[cH:35][cH:36][c:37]([P:38]([Pd:39]([P:40]([c:41]2[cH:42][cH:43][cH:44][cH:45][cH:46]2)([c:47]2[cH:48][cH:49][cH:50][cH:51][cH:52]2)[c:53]2[cH:54][cH:55][cH:56][cH:57][cH:58]2)([P:59]([c:60]2[cH:61][cH:62][cH:63][cH:64][cH:65]2)([c:66]2[cH:67][cH:68][cH:69][cH:70][cH:71]2)[c:72]2[cH:73][cH:74][cH:75][cH:76][cH:77]2)[P:78]([c:79]2[cH:80][cH:81][cH:82][cH:83][cH:84]2)([c:85]2[cH:86][cH:87][cH:88][cH:89][cH:90]2)[c:91]2[cH:92][cH:93][cH:94][cH:95][cH:96]2)([c:97]2[cH:98][cH:99][cH:100][cH:101][cH:102]2)[c:103]2[cH:104][cH:105][cH:106][cH:107][cH:108]2)[cH:109][cH:110]1>>[CH3:1][O:2][CH2:3][CH:4]([CH3:5])[NH:6][C:7](=[O:8])[c:9]1[cH:10][c:11](-[c:16]2[cH:17][cH:18][c:19]([CH3:22])[cH:20][cH:21]2)[cH:12][c:13](-[c:25]2[c:24]([CH3:23])[n:28][cH:27][s:26]2)[cH:14]1. Reactants: Br.BrCCN (2-Bromoethylamine hydrobromide), C(C)(C)(C)OC(=O)OC(=O)OC(C)(C)C (di-tert-butyl-dicarbonate), [OH-].[Na+] (sodium hydroxide), [OH-].[Na+] (sodium hydroxide), C(C)(C)(C)OC(=O)OC(=O)OC(C)(C)C (di-tert-butyl-dicarbonate), [OH-].[Na+] (sodium hydroxide), Br.BrCCN (2-bromoethylamine hydrobromide). The solvent is O (water), O1CCOCC1 (dioxane), O1CCOCC1 (dioxane). Conditions: temperature 2.5 celsius, time 15 minute. Product: C(=O)(OC(C)(C)C)NCCBr (N-BOC-bromoethylamine), C(C)(C)(C)OC(=O)OC(=O)OC(C)(C)C (di-tert-butyl-dicarbonate). RXN SMILES: Br.[Br:2][CH2:3][CH2:4][NH2:5].[OH-].[Na+].[C:8]([O:12][C:13]([O:15][C:16]([O:18][C:19]([CH3:22])([CH3:21])[CH3:20])=[O:17])=[O:14])([CH3:11])([CH3:10])[CH3:9]>O.O1CCOCC1>[C:13]([NH:5][CH2:4][CH2:3][Br:2])([O:12][C:8]([CH3:11])([CH3:10])[CH3:9])=[O:14].[C:19]([O:18][C:16]([O:15][C:13]([O:12][C:8]([CH3:11])([CH3:10])[CH3:9])=[O:14])=[O:17])([CH3:22])([CH3:21])[CH3:20] |f:0.1,2.3|. Procedure: N-BOC-bromoethylamine was prepared as follows. 2-Bromoethylamine hydrobromide (6.15 g, 30 mmol) was dissolved in a mixture of 30 mL each water and dioxane and the solution was chilled in an ice bath to 0-5° C. Separately, a solution of 3.27 g (15 mmol) di-tert-butyl-dicarbonate in 35 mL dioxane was prepared. Finally a solution of 1 N sodium hydroxide (30 mL), was prepared. Dropwise addition of the di-tert-butyl-dicarbonate and the 1 N sodium hydroxide solutions to the stirred 2-bromoethylamine h... Starting materials: CS(=O)(=O)Cl, CCN(C(C)C)C(C)C, ClCCl, CC(C)(C)OC(=O)N1CCC(Oc2cccc(CO)n2)CC1. The product is CC(C)(C)OC(=O)N1CCC(Oc2cccc(COS(C)(=O)=O)n2)CC1. Reaction SMILES: [CH3:23][S:24]([Cl:25])(=[O:26])=[O:27].[CH:28]([N:29]([CH2:30][CH3:31])[CH:32]([CH3:33])[CH3:34])([CH3:35])[CH3:36].[Cl:37][CH2:38][Cl:39].[OH:1][CH2:2][c:3]1[cH:4][cH:5][cH:6][c:7]([O:9][CH:10]2[CH2:11][CH2:12][N:13]([C:16](=[O:17])[O:18][C:19]([CH3:20])([CH3:21])[CH3:22])[CH2:14][CH2:15]2)[n:8]1>>[O:1]([CH2:2][c:3]1[cH:4][cH:5][cH:6][c:7]([O:9][CH:10]2[CH2:11][CH2:12][N:13]([C:16](=[O:17])[O:18][C:19]([CH3:20])([CH3:21])[CH3:22])[CH2:14][CH2:15]2)[n:8]1)[S:24]([CH3:23])(=[O:26])=[O:27]. The product is Nc1nc2ccccc2c2c1ncn2COCCO. RXN SMILES: [C:1](=[O:2])([CH3:3])[O:4][CH2:5][CH2:6][O:7][CH2:8][n:9]1[cH:10][n:11][c:12]2[c:13]([NH2:22])[n:14][c:15]3[cH:16][cH:17][cH:18][cH:19][c:20]3[c:21]12.[CH3:24][OH:25].[NH3:23]>>[OH:4][CH2:5][CH2:6][O:7][CH2:8][n:9]1[cH:10][n:11][c:12]2[c:13]([NH2:22])[n:14][c:15]3[cH:16][cH:17][cH:18][cH:19][c:20]3[c:21]12. Reactants: CC(=O)OCCOCn1cnc2c(N)nc3ccccc3c21, CO, N. The reactants are FC1=C(N)C=C(C=C1)[N+](=O)[O-] (2-fluoro-5-nitroaniline), CN (methylamine), solution, C1CCOC1 (THF), C([O-])([O-])=O.[K+].[K+] (potassium carbonate), CN1C(CCC1)=O (1-Methyl-2-pyrrolidinone). Run at temperature 120 celsius. Product: CNC=1C(=CC=C(C1)[N+](=O)[O-])N (N′-methyl-4-nitrobenzene-1,2-diamine). RXN SMILES: F[C:2]1[CH:8]=[CH:7][C:6]([N+:9]([O-:11])=[O:10])=[CH:5][C:3]=1N.[CH3:12][NH2:13].C1COCC1.C(=O)([O-])[O-].[K+].[K+].C[N:26]1CCCC1=O>>[CH3:12][NH:13][C:3]1[C:2]([NH2:26])=[CH:8][CH:7]=[C:6]([N+:9]([O-:11])=[O:10])[CH:5]=1 |f:3.4.5|. Procedure: In a 350 mL pressure flask, 2-fluoro-5-nitroaniline (10 g, 0.064 mol), methylamine as a 2M solution in THF (65 mL, 0.13 mol) and potassium carbonate (18 g, 0.13 mol) in 1-Methyl-2-pyrrolidinone (80 mL) were combined. The flask was sealed and heated to 120 degrees C. overnight. The reaction was monitored by TLC. When reaction was judged to be complete based upon consumption of 2-fluoro-5-nitroaniline, it was cooled to room temperature and poured into 2–3 times the total reaction volume of water. ... The reactants are BrC=1C=NN2C1C(=CC(=C2)C=2C=NN(C2)C(C)(C)C)O[C@H](C)[C@@H]2CC(N(C2)[C@H](C)C2=CC=C(C=C2)OC)=O ((R)-4-((R)-1-(3-bromo-6-(1-tert-butyl-1H-pyrazol-4-yl)pyrazolo[1,5-a]pyridin-4-yloxy)ethyl)-1-((R)-1-(4-methoxyphenyl)ethyl)pyrrolidin-2-one), C(C)(C)(C)N1N=CC(=C1)C=1C=C(C=2N(C1)N=CC2C)O[C@H](C)[C@@H]2CC(N(C2)[C@H](C)C2=CC=C(C=C2)OC)=O ((R)-4-((R)-1-(6-(1-tert-butyl-1H-pyrazol-4-yl)-3-methylpyrazolo[1,5-a]pyridin-4-yloxy)ethyl)-1-((R)-1-(4-methoxyphenyl)ethyl)pyrrolidin-2-one), C[Zn]C (dimethylzinc). The reagents and catalysts are C1=CC=C(C=C1)P([C-]2C=CC=C2)C3=CC=CC=C3.C1=CC=C(C=C1)P([C-]2C=CC=C2)C3=CC=CC=C3.Cl[Pd]Cl.[Fe+2] ([1,1′-bis(diphenylphosphino)ferrocene]dichloropalladium(II)). The solvent is Cl (HCl). Reaction conditions: temperature 75 celsius. The product is C(C)(C)(C)N1N=CC(=C1)C=1C=C(C=2N(C1)N=CC2C)O[C@H](C)[C@@H]2CC(NC2)=O ((R)-4-((R)-1-(6-(1-tert-butyl-1H-pyrazol-4-yl)-3-methylpyrazolo[1,5-a]pyridin-4-yloxy)ethyl)pyrrolidin-2-one). As a reaction SMILES: BrC1C=NN2C=C(C3C=NN(C(C)(C)C)C=3)C=C(O[C@@H]([C@H]3CN([C@@H](C4C=CC(OC)=CC=4)C)C(=O)C3)C)C=12.C[Zn]C.[C:42]([N:46]1[CH:50]=[C:49]([C:51]2[CH:52]=[C:53]([O:61][C@@H:62]([C@H:64]3[CH2:68][N:67]([C@@H](C4C=CC(OC)=CC=4)C)[C:66](=[O:79])[CH2:65]3)[CH3:63])[C:54]3[N:55]([N:57]=[CH:58][C:59]=3[CH3:60])[CH:56]=2)[CH:48]=[N:47]1)([CH3:45])([CH3:44])[CH3:43]>Cl.C1C=CC(P(C2C=CC=CC=2)[C-]2C=CC=C2)=CC=1.C1C=CC(P(C2C=CC=CC=2)[C-]2C=CC=C2)=CC=1.Cl[Pd]Cl.[Fe+2]>[C:42]([N:46]1[CH:50]=[C:49]([C:51]2[CH:52]=[C:53]([O:61][C@@H:62]([C@H:64]3[CH2:68][NH:67][C:66](=[O:79])[CH2:65]3)[CH3:63])[C:54]3[N:55]([N:57]=[CH:58][C:59]=3[CH3:60])[CH:56]=2)[CH:48]=[N:47]1)([CH3:43])([CH3:44])[CH3:45] |f:4.5.6.7|. Reported procedure: To an appropriate sized microwave vial, (R)-4-((R)-1-(3-bromo-6-(1-tert-butyl-1H-pyrazol-4-yl)pyrazolo[1,5-a]pyridin-4-yloxy)ethyl)-1-((R)-1-(4-methoxyphenyl)ethyl)pyrrolidin-2-one (60 mg, 0.10 mmol) and [1,1′-bis(diphenylphosphino)ferrocene]dichloropalladium(II) (7.7 mg, 0.010 mmol) were added. After evacuating and backfilling with nitrogen, dioxane (1 mL) was added followed by dimethylzinc (0.13 mL, 0.26 mmol, 2M solution in toluene). The mixture was heated at 75° C. for 18 h. After cooling to... Reactants: COC(=O)C(C)Br, CN(c1ccc(O)cc1)c1nnc2cc(Cl)ccc2n1. The product is COC(=O)C(C)Oc1ccc(N(C)c2nnc3cc(Cl)ccc3n2)cc1. Reaction SMILES: [Br:21][CH:22]([C:23](=[O:24])[O:25][CH3:26])[CH3:27].[CH3:1][N:2]([c:3]1[n:4][n:5][c:6]2[c:7]([n:8]1)[cH:9][cH:10][c:11]([Cl:13])[cH:12]2)[c:14]1[cH:15][cH:16][c:17]([OH:20])[cH:18][cH:19]1>>[CH3:1][N:2]([c:3]1[n:4][n:5][c:6]2[c:7]([n:8]1)[cH:9][cH:10][c:11]([Cl:13])[cH:12]2)[c:14]1[cH:15][cH:16][c:17]([O:20][CH:22]([C:23](=[O:24])[O:25][CH3:26])[CH3:27])[cH:18][cH:19]1.